Dataset: the Open Reaction Database (ORD), a public repository of structured organic reaction records. Task: describe an organic reaction: reactants, conditions, products, and yield RXN SMILES: C([N:8]1[CH2:13][CH2:12][N:11]([C:14]2[CH:22]=[CH:21][CH:20]=[C:19]3[C:15]=2[CH:16]=[CH:17][NH:18]3)[CH2:10][CH2:9]1)(OC(C)(C)C)=O.[C:23]1([S:33]([Cl:36])(=[O:35])=[O:34])[C:32]2[C:27](=[CH:28][CH:29]=[CH:30][CH:31]=2)[CH:26]=[CH:25][CH:24]=1>>[ClH:36].[C:23]1([S:33]([N:18]2[C:19]3[C:15](=[C:14]([N:11]4[CH2:10][CH2:9][NH:8][CH2:13][CH2:12]4)[CH:22]=[CH:21][CH:20]=3)[CH:16]=[CH:17]2)(=[O:35])=[O:34])[C:32]2[C:27](=[CH:28][CH:29]=[CH:30][CH:31]=2)[CH:26]=[CH:25][CH:24]=1 |f:2.3|. Starting materials: C(=O)(OC(C)(C)C)N1CCN(CC1)C1=C2C=CNC2=CC=C1 (4-(4-boc-piperazinyl)-indole), C1(=CC=CC2=CC=CC=C12)S(=O)(=O)Cl (naphthylsulfonylchloride). Procedure details: The title compound was prepared according 4-(4-boc-piperazinyl)-indole and naphthylsulfonylchloride according to Method 3: 1H NMR (270 MHz, DMSO-d6) δ 9.03 (br, 1 H), 8.63 (d, J=8 Hz, 1 H), 8.43 (d, J=8 Hz, 1 H), 8.34 (d, J=8 Hz, 1 H), 8.15–8.05 (m, 2 H), 7.80–7.65 (m, 3 H), 7.41 (d, J=8 Hz, 1 H), 7.18 (t, J=8 Hz, 1 H), 6.93 (d, J=5Hz, 1 H), 6.74 (d, J=8Hz, 1 H), 3.30–3.20 (m, 8 H); MS (ESI+) for m/z 392 (M+H)+. Yields the product Cl.C1(=CC=CC2=CC=CC=C12)S(=O)(=O)N1C=CC2=C(C=CC=C12)N1CCNCC1 (1-(1-Naphthylsulfonyl)-4-(1-piperazinyl)-1H-indole Hydrochloride). The product is CON=C1CNCC12CN(C(=O)OC(C)(C)C)C2. As a reaction SMILES: [C:1]([CH3:2])([CH3:3])([CH3:4])[O:5][C:6](=[O:7])[N:8]1[CH2:9][C:10]2([CH2:11]1)[CH2:12][N:13]([CH2:19][c:20]1[cH:21][cH:22][cH:23][cH:24][cH:25]1)[CH2:14][C:15]2=[N:16][O:17][CH3:18].[CH3:28][OH:29].[H:26][H:27]>>[C:1]([CH3:2])([CH3:3])([CH3:4])[O:5][C:6](=[O:7])[N:8]1[CH2:9][C:10]2([CH2:11]1)[CH2:12][NH:13][CH2:14][C:15]2=[N:16][O:17][CH3:18]. Reactants: CON=C1CN(Cc2ccccc2)CC12CN(C(=O)OC(C)(C)C)C2, CO, [H][H]. Starting materials: CC(C)=O, CC#N, [Na+], N#CC12CC1COC2=O, O=S([O-])O, O=S(Cl)Cl. RXN SMILES: [CH3:19][C:20](=[O:21])[CH3:22].[CH3:23][C:24]#[N:25].[Na+:14].[O:1]=[C:2]1[C:3]2([C:8]#[N:9])[CH2:4][CH:5]2[CH2:6][O:7]1.[S:10]([O-:11])(=[O:12])[OH:13].[S:15]([Cl:16])([Cl:17])=[O:18]>>[O:1]=[C:2]1[C:3]2([C:8]#[N:9])[CH2:4][CH:5]2[C:6](=[O:11])[O:7]1. Yields the product N#CC12CC1C(=O)OC2=O. Starting materials: C=CCOC(=O)OC(C)C1C(=O)N(C(C(=O)OCC=C)=P(c2ccccc2)(c2ccccc2)c2ccccc2)C1CC(=O)c1cccc(C(=O)O)c1, N. The product is C=CCOC(=O)OC(C)C1C(=O)N(C(C(=O)OCC=C)=P(c2ccccc2)(c2ccccc2)c2ccccc2)C1CC(=O)c1cccc(C(N)=O)c1. RXN SMILES: [CH2:1]([CH:2]=[CH2:3])[O:4][C:5](=[O:6])[O:7][CH:8]([CH3:9])[CH:10]1[CH:11]([CH2:41][C:42](=[O:43])[c:44]2[cH:45][c:46]([C:47](=[O:48])[OH:49])[cH:50][cH:51][cH:52]2)[N:12]([C:15]([C:16](=[O:17])[O:18][CH2:19][CH:20]=[CH2:21])=[P:22]([c:23]2[cH:24][cH:25][cH:26][cH:27][cH:28]2)([c:29]2[cH:30][cH:31][cH:32][cH:33][cH:34]2)[c:35]2[cH:36][cH:37][cH:38][cH:39][cH:40]2)[C:13]1=[O:14].[NH3:53]>>[CH2:1]([CH:2]=[CH2:3])[O:4][C:5](=[O:6])[O:7][CH:8]([CH3:9])[CH:10]1[CH:11]([CH2:41][C:42](=[O:43])[c:44]2[cH:45][c:46]([C:47](=[O:49])[NH2:53])[cH:50][cH:51][cH:52]2)[N:12]([C:15]([C:16](=[O:17])[O:18][CH2:19][CH:20]=[CH2:21])=[P:22]([c:23]2[cH:24][cH:25][cH:26][cH:27][cH:28]2)([c:29]2[cH:30][cH:31][cH:32][cH:33][cH:34]2)[c:35]2[cH:36][cH:37][cH:38][cH:39][cH:40]2)[C:13]1=[O:14]. The reactants are cuprous chloride, 17β-(cyclopropyloxy)cycloprop[5,6]androstane, ICI (diiodomethane), FC1(C2=CC[C@H]3[C@@H]4CC[C@@H]([C@@]4(C)CC[C@@H]3[C@]2(CC[C@@H]1OC1OCCCC1)C)OC1CC1)F (4,4-difluoro-3β-(2-tetrahydropyranyloxy)-17β-(cyclopropyloxy)androst-5-ene), Cl (hydrochloric acid). Reagents/catalysts: [Zn] (zinc). Run in C(C)OCC (diethyl ether), C(C)OCC (diethyl ether), O1CCOCC1 (dioxane). The product is FC1(C2=CC[C@H]3[C@@H]4CC[C@@H]([C@@]4(C)CC[C@@H]3[C@]2(CC[C@@H]1O)C)OC1CC1)F (4,4-difluoro-17β-(cyclopropyloxy)androst-5-en-3β-ol). As a reaction SMILES: ICI.[F:4][C:5]1([F:35])[C@@H:22]([O:23]C2CCCCO2)[CH2:21][CH2:20][C@@:19]2([CH3:30])[C:6]1=[CH:7][CH2:8][C@@H:9]1[C@@H:18]2[CH2:17][CH2:16][C@@:14]2([CH3:15])[C@H:10]1[CH2:11][CH2:12][C@@H:13]2[O:31][CH:32]1[CH2:34][CH2:33]1.Cl>C(OCC)C.O1CCOCC1.[Zn]>[F:4][C:5]1([F:35])[C@@H:22]([OH:23])[CH2:21][CH2:20][C@@:19]2([CH3:30])[C:6]1=[CH:7][CH2:8][C@@H:9]1[C@@H:18]2[CH2:17][CH2:16][C@@:14]2([CH3:15])[C@H:10]1[CH2:11][CH2:12][C@@H:13]2[O:31][CH:32]1[CH2:33][CH2:34]1. Reported procedure: To a suspension of 0.3 g of zinc dust in 3 ml of diethyl ether is added 50 mg of cuprous chloride. The resulting mixture is refluxed for 30 minutes and then 1.06 g of diiodomethane is added. The resulting solution is refluxed for 30 minutes and 0.3 g of 4,4-difluoro-3β-(2-tetrahydropyranyloxy)-17β-ethenyloxyadrost-5-ene is added. The resulting mixture is refluxed for 16 hours and then diluted with 10 ml of diethyl ether and filtered. The solid which is separated is washed with ethyl acetate (3 t...